This data is from the Open Reaction Database (ORD), a public repository of structured organic reaction records. The task is: describe an organic reaction: reactants, conditions, products, and yield The reactants are COc1c(N)ccc2c1CCC(N1CCOCC1)CC2, NC(=O)C1C2C=CC(C2)C1Nc1nc(Cl)ncc1Cl. The product is COc1c(Nc2ncc(Cl)c(NC3C4C=CC(C4)C3C(N)=O)n2)ccc2c1CCC(N1CCOCC1)CC2. As a reaction SMILES: [CH3:1][O:2][c:3]1[c:4]([NH2:20])[cH:5][cH:6][c:7]2[c:8]1[CH2:9][CH2:10][CH:11]([N:14]1[CH2:15][CH2:16][O:17][CH2:18][CH2:19]1)[CH2:12][CH2:13]2.[Cl:21][c:22]1[n:23][cH:24][c:25]([Cl:39])[c:26]([NH:28][CH:29]2[CH:30]([C:36](=[O:37])[NH2:38])[CH:31]3[CH:32]=[CH:33][CH:34]2[CH2:35]3)[n:27]1>>[CH3:1][O:2][c:3]1[c:4]([NH:20][c:22]2[n:23][cH:24][c:25]([Cl:39])[c:26]([NH:28][CH:29]3[CH:30]([C:36](=[O:37])[NH2:38])[CH:31]4[CH:32]=[CH:33][CH:34]3[CH2:35]4)[n:27]2)[cH:5][cH:6][c:7]2[c:8]1[CH2:9][CH2:10][CH:11]([N:14]1[CH2:15][CH2:16][O:17][CH2:18][CH2:19]1)[CH2:12][CH2:13]2.